This data is from the Open Reaction Database (ORD), a public repository of structured organic reaction records. The task is: describe an organic reaction: reactants, conditions, products, and yield The reactants are COC1=CC=C(C=C1)C(C1=CC=C(C=C1)OC)NC(=O)C=1C(=NC(=NC1)C(=O)O)O (5-(bis(4-methoxyphenyl)methylcarbamoyl)-4-hydroxypyrimidine-2-carboxylic acid), Cl.NCC(=O)OC (methyl 2-aminoacetate hydrochloride), CN(C)C(=[N+](C)C)ON1C2=C(C=CC=C2)N=N1.[B-](F)(F)(F)F (TBTU), CCN(C(C)C)C(C)C (DIPEA), Ice water. Yields the product COC(CNC(=O)C1=NC=C(C(=N1)O)C(NC(C1=CC=C(C=C1)OC)C1=CC=C(C=C1)OC)=O)=O (Methyl2-(5-(bis(4-methoxyphenyl)methylcarbamoyl)-4-hydroxypyrimidine-2carboxamido)acetate). Reported procedure: The mixture of compound 2-17-e (2.5 g, 6.1 mmol), methyl 2-aminoacetate hydrochloride (0.92 g, 7.3 mmol), TBTU (2.4 g, 7.3 mmol), DIPEA (1.6 g, 12.2 mmol) in DMSO (15 mL) and stirred at the ambient temperature overnight. Ice-water was then added to the reaction mixture and filtered. The cake was purified by column chromatography with DCM:MeOH=100:1˜50:1 to obtain the product, 2-17-f, (630 mg, 22%). LC-MS: (M+H)+ 481. Conditions: time 8 hour. Solvent: CS(=O)C (DMSO). Reaction SMILES: [CH3:1][O:2][C:3]1[CH:8]=[CH:7][C:6]([CH:9]([NH:18][C:19]([C:21]2[C:22]([OH:30])=[N:23][C:24]([C:27](O)=[O:28])=[N:25][CH:26]=2)=[O:20])[C:10]2[CH:15]=[CH:14][C:13]([O:16][CH3:17])=[CH:12][CH:11]=2)=[CH:5][CH:4]=1.Cl.[NH2:32][CH2:33][C:34]([O:36][CH3:37])=[O:35].CN(C(ON1N=NC2C=CC=CC1=2)=[N+](C)C)C.[B-](F)(F)(F)F.CCN(C(C)C)C(C)C>CS(C)=O>[CH3:37][O:36][C:34](=[O:35])[CH2:33][NH:32][C:27]([C:24]1[N:23]=[C:22]([OH:30])[C:21]([C:19](=[O:20])[NH:18][CH:9]([C:10]2[CH:15]=[CH:14][C:13]([O:16][CH3:17])=[CH:12][CH:11]=2)[C:6]2[CH:5]=[CH:4][C:3]([O:2][CH3:1])=[CH:8][CH:7]=2)=[CH:26][N:25]=1)=[O:28] |f:1.2,3.4|. Procedure details: Trifluoroacetic acid (4 mL) is added to a solution of 4-[4-(6-chloro-benzo[b]thiophene-2-sulfonyl)-2-oxo-piperazin-1-ylmethyl]-piperidine-1-carboxylic acid tert-butyl ester (1.1 g, 2.0 mmol) in CH2Cl2 (15 mL). After 1 h the reaction is concentrated and the residue is dissolved in CH2Cl2 and washed with Na2CO3, dried (MgSO4) and concentrated to provide 4-(6-chloro-benzo[b]thiophene-2-sulfonyl)-1-piperidin-4-ylmethyl-piperazin-2-one. 1H NMR (300 MHz, CDCl3) δ 7.87-7.83 (m, 3H), 7.46 (dd, 1H), 3.86... Run in C(Cl)Cl (CH2Cl2). Reaction SMILES: FC(F)(F)C(O)=O.C(OC([N:15]1[CH2:20][CH2:19][CH:18]([CH2:21][N:22]2[CH2:27][CH2:26][N:25]([S:28]([C:31]3[S:35][C:34]4[CH:36]=[C:37]([Cl:40])[CH:38]=[CH:39][C:33]=4[CH:32]=3)(=[O:30])=[O:29])[CH2:24][C:23]2=[O:41])[CH2:17][CH2:16]1)=O)(C)(C)C>C(Cl)Cl>[Cl:40][C:37]1[CH:38]=[CH:39][C:33]2[CH:32]=[C:31]([S:28]([N:25]3[CH2:26][CH2:27][N:22]([CH2:21][CH:18]4[CH2:17][CH2:16][NH:15][CH2:20][CH2:19]4)[C:23](=[O:41])[CH2:24]3)(=[O:30])=[O:29])[S:35][C:34]=2[CH:36]=1. Yields the product ClC=1C=CC2=C(SC(=C2)S(=O)(=O)N2CC(N(CC2)CC2CCNCC2)=O)C1 (4-(6-chloro-benzo[b]thiophene-2-sulfonyl)-1-piperidin-4-ylmethyl-piperazin-2-one). The reactants are FC(C(=O)O)(F)F (Trifluoroacetic acid), C(C)(C)(C)OC(=O)N1CCC(CC1)CN1C(CN(CC1)S(=O)(=O)C1=CC2=C(S1)C=C(C=C2)Cl)=O (4-[4-(6-chloro-benzo[b]thiophene-2-sulfonyl)-2-oxo-piperazin-1-ylmethyl]-piperidine-1-carboxylic acid tert-butyl ester). Reactants: O (Water), O (Water), ClC=1C(C(=C(C(C1Cl)=O)C#N)C#N)=O (2,3-dichloro-5,6-dicyano-1,4-benzoquinone), C(C)(C)(C)C1=CC=C(C=C1)\C(=C/[C@H]1CCC(N1CC1=C(C=C(C=C1)OC)OC)=O)\C1=NC(=C(C=C1)OC(F)F)OCC1=CC=C(C=C1)OC ((5R)-5-[(E)-2-(4-tert-butylphenyl)-2-{5-(difluoromethoxy)-6-[(4-methoxybenzyl)oxy]-pyridin-2-yl}ethenyl]-1-(2,4-dimethoxybenzyl)pyrrolidin-2-one). Solvent: C(Cl)(Cl)Cl (chloroform). Conditions: temperature 65 celsius, time 16 hour. Yields the product C(C)(C)(C)C1=CC=C(C=C1)/C(=C\[C@@H]1NC(CC1)=O)/C1=CC=C(C(N1)=O)OC(F)F (6-{(E)-1-(4-tert-Butylphenyl)-2-[(2R)-5-oxopyrrolidin-2-yl]ethenyl}-3-(difluoromethoxy)pyridin-2(1H)-one). The yield is 31.4%. RXN SMILES: O.ClC1C(=O)C(C#N)=C(C#N)C(=O)C=1Cl.[C:16]([C:20]1[CH:25]=[CH:24][C:23](/[C:26](/[C:45]2[CH:50]=[CH:49][C:48]([O:51][CH:52]([F:54])[F:53])=[C:47]([O:55]CC3C=CC(OC)=CC=3)[N:46]=2)=[CH:27]\[C@@H:28]2[N:32](CC3C=CC(OC)=CC=3OC)[C:31](=[O:44])[CH2:30][CH2:29]2)=[CH:22][CH:21]=1)([CH3:19])([CH3:18])[CH3:17]>C(Cl)(Cl)Cl>[C:16]([C:20]1[CH:21]=[CH:22][C:23](/[C:26](/[C:45]2[NH:46][C:47](=[O:55])[C:48]([O:51][CH:52]([F:53])[F:54])=[CH:49][CH:50]=2)=[CH:27]\[C@H:28]2[CH2:29][CH2:30][C:31](=[O:44])[NH:32]2)=[CH:24][CH:25]=1)([CH3:19])([CH3:17])[CH3:18]. Procedure: Water (0.4 mL) and 2,3-dichloro-5,6-dicyano-1,4-benzoquinone (1.72 g) were added to a solution of (5R)-5-[(E)-2-(4-tert-butylphenyl)-2-{5-(difluoromethoxy)-6-[(4-methoxybenzyl)oxy]-pyridin-2-yl}ethenyl]-1-(2,4-dimethoxybenzyl)pyrrolidin-2-one (511 mg) in chloroform (8 mL), and the mixture was stirred at 65° C. for 16 hours. Water was added to the reaction solution. After filtration, the solvent was evaporated under reduced pressure. The residue was purified by silica gel column chromatography (h... Starting materials: N(=C=S)CCOC (1-(Isothiocyanato)-2-methoxyethane), CN(C)CC1=CC=C(O1)CSCCN (2-[[[5-(dimethylamino)methyl-2-furanyl]methyl]thio]ethanamine). Solvent: C(C)#N (acetonitrile). Yields the product CN(C)CC1=CC=C(O1)CSCCNC(=S)NCCOC (N-[2-[[[5-(dimethylamino)methyl-2-furanyl]methyl]thio]ethyl]-N'-(2-methoxyethyl)thiourea). As a reaction SMILES: [N:1]([CH2:4][CH2:5][O:6][CH3:7])=[C:2]=[S:3].[CH3:8][N:9]([CH2:11][C:12]1[O:16][C:15]([CH2:17][S:18][CH2:19][CH2:20][NH2:21])=[CH:14][CH:13]=1)[CH3:10]>C(#N)C>[CH3:10][N:9]([CH2:11][C:12]1[O:16][C:15]([CH2:17][S:18][CH2:19][CH2:20][NH:21][C:2]([NH:1][CH2:4][CH2:5][O:6][CH3:7])=[S:3])=[CH:14][CH:13]=1)[CH3:8]. Procedure: 1-(Isothiocyanato)-2-methoxyethane (1.17 g) and 2-[[[5-(dimethylamino)methyl-2-furanyl]methyl]thio]ethanamine (2.14 g) in acetonitrile were stood overnight. Solvent was removed and the residual oil chromatographed (silica/methanol) to give N-[2-[[[5-(dimethylamino)methyl-2-furanyl]methyl]thio]ethyl]-N'-(2-methoxyethyl)thiourea as a pale oil Rf 0.45. Analysis Found: C, 50.64; H, 7.51; N, 12.58. C14H25N3O2S2 requires: C, 50.75; H, 7.55; N, 12.69%.